The task is: describe an organic reaction: reactants, conditions, products, and yield. This data is from the Open Reaction Database (ORD), a public repository of structured organic reaction records. Reactants: C(C=C)(=O)OCCCCCCCCCCCCCCCCCCCCCC (behenyl acrylate), C(C=C)(=O)O (acrylic acid), C(CCCCCCCCCCC)S (dodecanethiol). Procedure details: 34.7 parts by weight of behenyl acrylate, 3.22 parts by weight of acrylic acid (30 mol % of the total quantity of monomers) and 0.72 parts by weight of dodecanethiol are dissolved in 75 parts by weight of toluene, 0.75 parts by weight of the radical initiator azobisisobutyronitrile (AIBN) is added, and the resulting mixture is reacted for 16 hours at 70° C. under an atmosphere of nitrogen. Subsequently, the product is precipitated in 1 liter of methanol, and is then dried, thereby yielding an ac... Yields the product C(C=C)(=O)O.C(C=C)(=O)OCCCCCCCCCCCCCCCCCCCCCC (acrylic acid behenyl acrylate). As a reaction SMILES: [C:1]([O:5][CH2:6][CH2:7][CH2:8][CH2:9][CH2:10][CH2:11][CH2:12][CH2:13][CH2:14][CH2:15][CH2:16][CH2:17][CH2:18][CH2:19][CH2:20][CH2:21][CH2:22][CH2:23][CH2:24][CH2:25][CH2:26][CH3:27])(=[O:4])[CH:2]=[CH2:3].C(O)(=O)C=C.C(S)CCCCCCCCCCC>C1(C)C=CC=CC=1.N(C(C)(C)C#N)=NC(C)(C)C#N>[C:1]([OH:5])(=[O:4])[CH:2]=[CH2:3].[C:1]([O:5][CH2:6][CH2:7][CH2:8][CH2:9][CH2:10][CH2:11][CH2:12][CH2:13][CH2:14][CH2:15][CH2:16][CH2:17][CH2:18][CH2:19][CH2:20][CH2:21][CH2:22][CH2:23][CH2:24][CH2:25][CH2:26][CH3:27])(=[O:4])[CH:2]=[CH2:3] |f:5.6|. The solvent is C1(=CC=CC=C1)C (toluene), N(=NC(C#N)(C)C)C(C#N)(C)C (azobisisobutyronitrile). Reactants: CC(C)(C)OC(=O)NCCBr, CC#N, [K+], [K+], O=C([O-])[O-], c1cc(CCCCN2CC3CNCC(C2)O3)ccn1. Product: CC(C)(C)OC(=O)NCCN1CC2CN(CCCCc3ccncc3)CC(C1)O2. RXN SMILES: [Br:20][CH2:21][CH2:22][NH:23][C:24]([O:25][C:26]([CH3:27])([CH3:28])[CH3:29])=[O:30].[CH3:37][C:38]#[N:39].[K+:31].[K+:32].[O-:33][C:34]([O-:35])=[O:36].[n:1]1[cH:2][cH:3][c:4]([CH2:7][CH2:8][CH2:9][CH2:10][N:11]2[CH2:12][CH:13]3[CH2:14][NH:15][CH2:16][CH:17]([CH2:18]2)[O:19]3)[cH:5][cH:6]1>>[n:1]1[cH:2][cH:3][c:4]([CH2:7][CH2:8][CH2:9][CH2:10][N:11]2[CH2:12][CH:13]3[CH2:14][N:15]([CH2:21][CH2:22][NH:23][C:24]([O:25][C:26]([CH3:27])([CH3:28])[CH3:29])=[O:30])[CH2:16][CH:17]([CH2:18]2)[O:19]3)[cH:5][cH:6]1. Reactants: CCOC(=O)C1CCN(C(=O)c2ccc(Cn3c(C(=O)OC)c(-c4ccccc4)c4cc(Br)ccc4c3=O)cc2)CC1, CO, [Na+], C1CCOC1, [OH-]. The product is COC(=O)c1c(-c2ccccc2)c2cc(Br)ccc2c(=O)n1Cc1ccc(C(=O)N2CCC(C(=O)O)CC2)cc1. As a reaction SMILES: [CH3:1][O:2][C:3](=[O:4])[c:5]1[n:6]([CH2:23][c:24]2[cH:25][cH:26][c:27]([C:30](=[O:31])[N:32]3[CH2:33][CH2:34][CH:35]([C:38](=[O:39])[O:40][CH2:41][CH3:42])[CH2:36][CH2:37]3)[cH:28][cH:29]2)[c:7](=[O:22])[c:8]2[cH:9][cH:10][c:11]([Br:21])[cH:12][c:13]2[c:14]1-[c:15]1[cH:16][cH:17][cH:18][cH:19][cH:20]1.[CH3:43][OH:44].[Na+:46].[O:47]1[CH2:48][CH2:49][CH2:50][CH2:51]1.[OH-:45]>>[CH3:1][O:2][C:3](=[O:4])[c:5]1[n:6]([CH2:23][c:24]2[cH:25][cH:26][c:27]([C:30](=[O:31])[N:32]3[CH2:33][CH2:34][CH:35]([C:38](=[O:39])[OH:40])[CH2:36][CH2:37]3)[cH:28][cH:29]2)[c:7](=[O:22])[c:8]2[cH:9][cH:10][c:11]([Br:21])[cH:12][c:13]2[c:14]1-[c:15]1[cH:16][cH:17][cH:18][cH:19][cH:20]1. The reactants are ClC(C)C1=CC=CC=C1 ((1-Chloroethyl)benzene), ClC(C)C1=CC=CC=C1 ((1-Chloroethyl)benzene), Grignard reagent, C(=C)C=1C=C(C=CC1)[Mg]Br (3-vinylphenylmagnesium bromide), C(=C)C=1C=C(C=CC1)[Mg]Br (3-vinylphenylmagnesium bromide). Yields the product C(=C)C=1C=C(C=CC1)C(C)C1=CC=CC=C1 (1-(3-vinylphenyl)-1-phenylethane). Reaction SMILES: Cl[CH:2]([C:4]1[CH:9]=[CH:8][CH:7]=[CH:6][CH:5]=1)[CH3:3].[CH:10]([C:12]1[CH:13]=[C:14]([Mg]Br)[CH:15]=[CH:16][CH:17]=1)=[CH2:11]>>[CH:2]([C:4]1[CH:9]=[C:8]([CH:10]([C:12]2[CH:13]=[CH:14][CH:15]=[CH:16][CH:17]=2)[CH3:11])[CH:7]=[CH:6][CH:5]=1)=[CH2:3]. Reported procedure: (1-Chloroethyl)benzene (formula VI) is subjected to coupling reaction with a Grignard reagent of 3-vinylphenylmagnesium bromide (formula VII) in the presence of a catalyst of nickel chloride (II)-diphosphine complex, to obtain 1-(3-vinylphenyl)-1-phenylethane. The reaction is carried out in a nitrogen atmosphere under atmospheric pressure at a temperature of 0° to 80° C. The ratio of (VI)/(VII) may be in the range of about 1.0 to 1.5. ##STR9## Starting materials: ClC1=C(C=CC=C1)I (1-chloro-2-iodobenzene), Cl (hydrochloric acid), [Mg] (magnesium), C1COC2(CCC(CC2)=O)O1 (1,4-cyclohexanedione mono-ethylene ketal). Solvent: O1CCCC1 (tetrahydrofuran). The product is ClC1=C(C=CC=C1)C1=CCC(CC1)=O (1-(2-chlorophenyl)-1-cyclohexen-4-one). Reaction SMILES: [Cl:1][C:2]1[CH:7]=[CH:6][CH:5]=[CH:4][C:3]=1I.[Mg].C1O[C:13]2([CH2:18][CH2:17][C:16](=O)[CH2:15][CH2:14]2)[O:12]C1.Cl>O1CCCC1>[Cl:1][C:2]1[CH:7]=[CH:6][CH:5]=[CH:4][C:3]=1[C:16]1[CH2:17][CH2:18][C:13](=[O:12])[CH2:14][CH:15]=1. Procedure details: This compound is prepared in a manner analogous to that of Step D of Example 7, using 9.5 grams (0.040 mole) of 1-chloro-2-iodobenzene, 1.1 grams (0.044 mole) of magnesium turnings, 6.2 grams (0.040 mole) of 1,4-cyclohexanedione mono-ethylene ketal, and about 100 mL of aqueous 10% hydrochloric acid in about 95 mL of tetrahydrofuran, yielding 1-(2-chlorophenyl)-1-cyclohexen-4-one. Starting materials: OCC=1SC(=CN1)NC(OC(C)(C)C)=O (Tert-butyl (2-(hydroxymethyl)thiazol-5-yl)carbamate). The reagents and catalysts are O=[Mn]=O (MnO2). Solvent: C(Cl)Cl (DCM), C(Cl)Cl (DCM). Reaction conditions: time 16 hour. The product is C(=O)C=1SC(=CN1)NC(OC(C)(C)C)=O (Tert-butyl (2-formylthiazol-5-yl)carbamate). Yield: 72.1%. RXN SMILES: [OH:1][CH2:2][C:3]1[S:4][C:5]([NH:8][C:9](=[O:15])[O:10][C:11]([CH3:14])([CH3:13])[CH3:12])=[CH:6][N:7]=1>C(Cl)Cl.O=[Mn]=O>[CH:2]([C:3]1[S:4][C:5]([NH:8][C:9](=[O:15])[O:10][C:11]([CH3:13])([CH3:12])[CH3:14])=[CH:6][N:7]=1)=[O:1]. Reported procedure: MnO2 (1.5 g, 18.2 mmol) was added to a solution of Tert-butyl (2-(hydroxymethyl)thiazol-5-yl)carbamate (Intermediate AA, 700 mg, 3.04 mmol) in DCM (15 mL) and stirred at RT for 16 h. After completion reaction mixture was diluted with DCM, filtered through celite. The filtrate was concentrated under vacuum to afford Tert-butyl (2-formylthiazol-5-yl)carbamate (500 mg crude). The crude was carried to next step without further purification.